From a dataset of the Open Reaction Database (ORD), a public repository of structured organic reaction records. describe an organic reaction: reactants, conditions, products, and yield Reactants: S(=O)(Cl)Cl (thionyl chloride), C(C1=CC=CC=C1)OCCOC1=C(C(=NC=C1)CO)C (4-(2-benzyloxyethoxy)-2-hydroxymethyl-3-methylpyridine), aqueous solution, C([O-])([O-])=O.[Na+].[Na+] (sodium carbonate). Solvent: C(Cl)(Cl)Cl (chloroform), C(Cl)(Cl)Cl (chloroform). Conditions: time 7 hour. The product is C(C1=CC=CC=C1)OCCOC1=C(C(=NC=C1)CCl)C (4-(2-benzyloxyethoxy)-2-chloromethyl-3-methylpyridine). The yield is 111.4%. Reaction SMILES: [CH2:1]([O:8][CH2:9][CH2:10][O:11][C:12]1[CH:17]=[CH:16][N:15]=[C:14]([CH2:18]O)[C:13]=1[CH3:20])[C:2]1[CH:7]=[CH:6][CH:5]=[CH:4][CH:3]=1.S(Cl)([Cl:23])=O.C(=O)([O-])[O-].[Na+].[Na+]>C(Cl)(Cl)Cl>[CH2:1]([O:8][CH2:9][CH2:10][O:11][C:12]1[CH:17]=[CH:16][N:15]=[C:14]([CH2:18][Cl:23])[C:13]=1[CH3:20])[C:2]1[CH:7]=[CH:6][CH:5]=[CH:4][CH:3]=1 |f:2.3.4|. Procedure: 5.3 g of 4-(2-benzyloxyethoxy)-2-hydroxymethyl-3-methylpyridine was dissolved in 60 ml of chloroform to obtain a solution. A solution of 5.8 g of thionyl chloride in 40 ml of chloroform was dropwise added to the above solution under cooling with ice. The obtained mixture was stirred at a room temperature for 7 hours and distilled under a reduced pressure to obtain a residue. 200 ml of a 2N aqueous solution of sodium carbonate was added to the residue. The obtained mixture was extracted with chlo... The reactants are BrCCCOC1=C(C=CC=C1)NC(=O)C=1C=2C=CNC2C=CC1 (N-[2-[3-bromopropoxy)phenyl]-1H-indole-4-carboxamide), C1(CCCC1)N (cyclopentylamine). Product: C1(CCCC1)NCCCOC1=C(C=CC=C1)NC(=O)C=1C=2C=CNC2C=CC1 (N-[2-[3-(cyclopentylamino)propoxy]phenyl]-1H-indol-4-carboxamide). As a reaction SMILES: Br[CH2:2][CH2:3][CH2:4][O:5][C:6]1[CH:11]=[CH:10][CH:9]=[CH:8][C:7]=1[NH:12][C:13]([C:15]1[C:16]2[CH:17]=[CH:18][NH:19][C:20]=2[CH:21]=[CH:22][CH:23]=1)=[O:14].[CH:24]1([NH2:29])[CH2:28][CH2:27][CH2:26][CH2:25]1>>[CH:24]1([NH:29][CH2:2][CH2:3][CH2:4][O:5][C:6]2[CH:11]=[CH:10][CH:9]=[CH:8][C:7]=2[NH:12][C:13]([C:15]2[C:16]3[CH:17]=[CH:18][NH:19][C:20]=3[CH:21]=[CH:22][CH:23]=2)=[O:14])[CH2:28][CH2:27][CH2:26][CH2:25]1. Reported procedure: Using the procedure of Example 41, Step B, 4 g of the product of Step A of Example 41 and 2.11 ml of cyclopentylamine were reacted to obtain 3.3 g of N-[2-[3-(cyclopentylamino)propoxy]phenyl]-1H-indol-4-carboxamide and then 2.8 g of its hydrochloride melting at 244° C. Reactants: C1CCOC1, C[Mg]Cl, O=C(O)c1c(F)c(F)c(F)c(C(=O)O)c1F. The product is Cc1c(F)c(F)c(C(=O)O)c(F)c1C(=O)O. Reaction SMILES: [CH2:20]1[O:21][CH2:22][CH2:23][CH2:24]1.[CH3:17][Mg:18][Cl:19].[F:1][c:2]1[c:3]([F:16])[c:4]([F:15])[c:5]([C:12](=[O:13])[OH:14])[c:6]([F:11])[c:7]1[C:8](=[O:9])[OH:10]>>[c:2]1([CH3:17])[c:3]([F:16])[c:4]([F:15])[c:5]([C:12](=[O:13])[OH:14])[c:6]([F:11])[c:7]1[C:8](=[O:9])[OH:10].